This data is from the Open Reaction Database (ORD), a public repository of structured organic reaction records. The task is: describe an organic reaction: reactants, conditions, products, and yield The reactants are N1=C(C=CC=C1)OCC1=CC=C(CC2=NOC(=C2)C=2C(=NC=CC2)N)C=C1 (3-(3-(4-(Pyridin-2-yloxymethyl)-benzyl)-isoxazol-5-yl)-pyridin-2-yl amine), C(\C=C/C(=O)O)(=O)O (maleic acid). The solvent is CO (methanol), C(C)(=O)OCC (ethyl acetate). Reaction conditions: temperature 0 celsius. Yields the product C(\C=C/C(=O)O)(=O)O.N1=C(C=CC=C1)OCC1=CC=C(CC2=NOC(=C2)C=2C(=NC=CC2)N)C=C1 (3-(3-(4-(Pyridin-2-yloxymethyl)-benzyl)-isoxazol-5-yl)-pyridin-2-yl amine maleate). Isolated yield 68.5%. RXN SMILES: [N:1]1[CH:6]=[CH:5][CH:4]=[CH:3][C:2]=1[O:7][CH2:8][C:9]1[CH:27]=[CH:26][C:12]([CH2:13][C:14]2[CH:18]=[C:17]([C:19]3[C:20]([NH2:25])=[N:21][CH:22]=[CH:23][CH:24]=3)[O:16][N:15]=2)=[CH:11][CH:10]=1.[C:28]([OH:35])(=[O:34])/[CH:29]=[CH:30]\[C:31]([OH:33])=[O:32]>CO.C(OCC)(=O)C>[C:28]([OH:35])(=[O:34])/[CH:29]=[CH:30]\[C:31]([OH:33])=[O:32].[N:1]1[CH:6]=[CH:5][CH:4]=[CH:3][C:2]=1[O:7][CH2:8][C:9]1[CH:27]=[CH:26][C:12]([CH2:13][C:14]2[CH:18]=[C:17]([C:19]3[C:20]([NH2:25])=[N:21][CH:22]=[CH:23][CH:24]=3)[O:16][N:15]=2)=[CH:11][CH:10]=1 |f:4.5|. Procedure: 3-(3-(4-(Pyridin-2-yloxymethyl)-benzyl)-isoxazol-5-yl)-pyridin-2-yl amine (150 mg) was dissolved in methanol (2 mL) and ethyl acetate (2 mL), and maleic acid (48.6 mg) was added thereto. The solvent was concentrated under a reduced pressure, to the residue was added ethanol (10 mL), and dissolved by heating. Then, the solution was cooled to 0° C to be solidified. The solids were filtered to obtain the title compound (136 mg). The reactants are solid, ClC=1C(=CC=2C(=NC=3N(C=C(C(C3C2)=O)C(=O)O)CCF)C1)F (8-chloro-7-fluoro-1-(2-fluoroethyl)-4-oxo-1,4-dihydro-benzo[b][1,8]naphthyridine-3-carboxylic acid), CN1CCNCC1 (1-methylpiperazine). Product: FC1=CC=2C(=NC=3N(C=C(C(C3C2)=O)C(=O)O)CCF)C=C1N1CCN(CC1)C (7-fluoro-1-(2-fluoroethyl)-8-(4-methyl-1-piperazinyl)-4-oxo-1,4-dihydro-benzo[b][1,8]naphthyridine-3-carboxylic acid). Reported procedure: A suspension of 1.2 g of 8-chloro-7-fluoro-1-(2-fluoroethyl)-4-oxo-1,4-dihydro-benzo[b][1,8]naphthyridine-3-carboxylic acid in 12 cm3 of pyridine and 3.52 g of 1-methylpiperazine is heated, with stirring, at a temperature close to 110° C. for 6 hours. After treatment under the conditions described in Reference Example 3, 0.6 g of 7-fluoro-1-(2-fluoroethyl)-8-(4-methyl-1-piperazinyl)-4-oxo-1,4-dihydro-benzo[b][1,8]naphthyridine-3-carboxylic acid is obtained in the form of a yellow solid melting a... The yield is 42.1%. The solvent is N1=CC=CC=C1 (pyridine). Reaction SMILES: Cl[C:2]1[C:3]([F:23])=[CH:4][C:5]2[C:6]([CH:22]=1)=[N:7][C:8]1[N:9]([CH2:19][CH2:20][F:21])[CH:10]=[C:11]([C:16]([OH:18])=[O:17])[C:12](=[O:15])[C:13]=1[CH:14]=2.[CH3:24][N:25]1[CH2:30][CH2:29][NH:28][CH2:27][CH2:26]1>N1C=CC=CC=1>[F:23][C:3]1[C:2]([N:28]2[CH2:29][CH2:30][N:25]([CH3:24])[CH2:26][CH2:27]2)=[CH:22][C:6]2=[N:7][C:8]3[N:9]([CH2:19][CH2:20][F:21])[CH:10]=[C:11]([C:16]([OH:18])=[O:17])[C:12](=[O:15])[C:13]=3[CH:14]=[C:5]2[CH:4]=1. Reactants: ClC=1N=C(C2=C(N1)N(C(=C2)C)S(=O)(=O)C2=CC=C(C=C2)C)NC2=C(C(=O)O)C(=CC=C2)F (2-({2-chloro-6-methyl-7-[(4-methylphenyl)sulfonyl]-7H-pyrrolo[2,3-d]pyrimidin-4-yl}amino)-6-fluorobenzoic acid), C(C(=O)Cl)(=O)Cl (oxalyl chloride), ClCCl (dichloromethane). Run in C1CCOC1 (THF), CN(C)C=O (DMF). Conditions: time 15 minute. The product is Cl.ClC1=NC2=C(C3=NC4=CC=CC(=C4C(N31)=O)F)C=C(N2S(=O)(=O)C2=CC=C(C=C2)C)C (5-chloro-8-fluoro-2-methyl-3-[(4-methylphenyl)sulfonyl]pyrrolo[2′,3′:4,5]pyrimido[6,1-b]quinazolin-7(3H)-one HCl salt). Yield: 186.1%. Reaction SMILES: [Cl:1][C:2]1[N:3]=[C:4]([NH:22][C:23]2[CH:31]=[CH:30][CH:29]=[C:28]([F:32])[C:24]=2[C:25]([OH:27])=O)[C:5]2[CH:10]=[C:9]([CH3:11])[N:8]([S:12]([C:15]3[CH:20]=[CH:19][C:18]([CH3:21])=[CH:17][CH:16]=3)(=[O:14])=[O:13])[C:6]=2[N:7]=1.C(Cl)(=O)C(Cl)=O.ClCCl>C1COCC1.CN(C=O)C>[ClH:1].[Cl:1][C:2]1[N:3]2[C:4](=[N:22][C:23]3[C:24]([C:25]2=[O:27])=[C:28]([F:32])[CH:29]=[CH:30][CH:31]=3)[C:5]2[CH:10]=[C:9]([CH3:11])[N:8]([S:12]([C:15]3[CH:20]=[CH:19][C:18]([CH3:21])=[CH:17][CH:16]=3)(=[O:14])=[O:13])[C:6]=2[N:7]=1 |f:5.6|. Procedure: To a solution of 2-({2-chloro-6-methyl-7-[(4-methylphenyl)sulfonyl]-7H-pyrrolo[2,3-d]pyrimidin-4-yl}amino)-6-fluorobenzoic acid (439 mg, 0.924 mmol) in THF (15 mL) and DMF (few drops) was added 2M oxalyl chloride solution in dichloromethane (0.56 mL, 1.13 mmol) dropwise. After ˜15 min, LCMS analysis shows reaction complete so reaction mixture was cooled in an ice bath and filtered via a buchner funnell and thet solid was washed with THF and dried under reduced pressure to afford 5-chloro-8-fluor... Reactants: C(CS)S (1,2-ethanedithiol), B(F)(F)F.CCOCC (boron trifluoride diethyl etherate), CC1=C(C=C(C2=C1C(CCS2(=O)=O)=O)C)C(=O)O (3,4-dihydro-5,8-dimethyl4-oxo-2H-1-benzothiopyran-6-carboxylic acid 1,1-dioxide). Run in C(Cl)Cl (methylene chloride). Product: CC1=C(C=C(C2=C1C1(SCCS1)CCS2(=O)=O)C)C(=O)O (2,3-dihydro-5,8-dimethylspiro[4H-1-benzothiopyran4,2'-[1,3]dithiolane]-6-carboxylic acid 1,1-dioxide). RXN SMILES: [CH3:1][C:2]1[C:7]2[C:8](=O)[CH2:9][CH2:10][S:11](=[O:13])(=[O:12])[C:6]=2[C:5]([CH3:15])=[CH:4][C:3]=1[C:16]([OH:18])=[O:17].[CH2:19]([SH:22])[CH2:20][SH:21].B(F)(F)F.CCOCC>C(Cl)Cl>[CH3:1][C:2]1[C:7]2[C:8]3([CH2:9][CH2:10][S:11](=[O:13])(=[O:12])[C:6]=2[C:5]([CH3:15])=[CH:4][C:3]=1[C:16]([OH:18])=[O:17])[S:22][CH2:19][CH2:20][S:21]3 |f:2.3|. Procedure: To a mixture of 0.60 g of 3,4-dihydro-5,8-dimethyl4-oxo-2H-1-benzothiopyran-6-carboxylic acid 1,1-dioxide in 30 mL of methylene chloride was added 0.24 mL of 1,2-ethanedithiol (purchased from Aldrich Chemical Co.) and 0.35 mL of boron trifluoride diethyl etherate (purchased from Janssen Chimica). The mixture was refluxed overnight and then concentrated under reduced pressure to dryness. To the resulting residue was added 10 mL of dilute hydrochloric acid of pH 1. The mixture was extracted with e... The reactants are CC(C)(C)OC(=O)N(C(CCCNC(=N)N)C(=O)O)[N+](=O)[O-], ClCCl, CN1CCOCC1, COC(=O)C(Cc1ccc(O)cc1)NC(=O)C(N)C(C)C, CC(C)COC(=O)Cl, Cl. Yields the product COC(=O)C(Cc1ccc(O)cc1)NC(=O)C(NC(=O)C(CCCNC(=N)N)N(C(=O)OC(C)(C)C)[N+](=O)[O-])C(C)C. As a reaction SMILES: [C:1]([CH3:2])([CH3:3])([CH3:4])[O:5][C:6](=[O:7])[N:8]([CH:9]([CH2:10][CH2:11][CH2:12][NH:13][C:14]([NH2:15])=[NH:16])[C:17](=[O:18])[OH:19])[N+:20](=[O:21])[O-:22].[CH2:60]([Cl:61])[Cl:62].[CH3:23][N:24]1[CH2:25][CH2:26][O:27][CH2:28][CH2:29]1.[CH3:39][O:40][C:41]([CH:42]([NH:43][C:44]([CH:45]([NH2:46])[CH:47]([CH3:48])[CH3:49])=[O:50])[CH2:51][c:52]1[cH:53][cH:54][c:55]([OH:58])[cH:56][cH:57]1)=[O:59].[Cl:30][C:31]([O:32][CH2:33][CH:34]([CH3:35])[CH3:36])=[O:37].[ClH:38]>>[C:1]([CH3:2])([CH3:3])([CH3:4])[O:5][C:6](=[O:7])[N:8]([CH:9]([CH2:10][CH2:11][CH2:12][NH:13][C:14]([NH2:15])=[NH:16])[C:17](=[O:19])[NH:46][CH:45]([C:44]([NH:43][CH:42]([C:41]([O:40][CH3:39])=[O:59])[CH2:51][c:52]1[cH:53][cH:54][c:55]([OH:58])[cH:56][cH:57]1)=[O:50])[CH:47]([CH3:48])[CH3:49])[N+:20](=[O:21])[O-:22]. Reactants: COC1=CC=C(C=C1)C(C)=O (1-(4-methoxyphenyl)ethanone), CN(C)C(OC)OC (DMF-DMA). Yields the product CN(/C=C/C(=O)C1=CC=C(C=C1)OC)C ((2E)-3-(dimethylamino)-1-(4-methoxyphenyl)prop-2-en-1-one). The yield is 88.0%. As a reaction SMILES: [CH3:1][O:2][C:3]1[CH:8]=[CH:7][C:6]([C:9](=[O:11])[CH3:10])=[CH:5][CH:4]=1.[CH3:12][N:13]([CH:15](OC)OC)[CH3:14]>>[CH3:12][N:13]([CH3:15])/[CH:14]=[CH:10]/[C:9]([C:6]1[CH:7]=[CH:8][C:3]([O:2][CH3:1])=[CH:4][CH:5]=1)=[O:11]. Procedure details: The title compound was prepared in 88% yield from 1-(4-methoxyphenyl)ethanone and DMF-DMA according to the procedure for the preparation of Example 12, part A. 1H NMR (400 MHz, CDCl3): δ 2.88-3.06 (6H, br s), 3.85 (3H, s), 5.71 (1H, d, J=12.0 Hz), 6.91 (2H, d, J=8.8 Hz), 7.84 (1H, d, J=12.0 Hz), 7.91 (2H, d, J=8.8 Hz). The solvent is C1(=CC=CC=C1)C (toluene). Reaction SMILES: [CH3:1][O:2][C:3](=[O:17])[CH:4]([O:7][C:8]1[CH:13]=[CH:12][C:11]([Cl:14])=[CH:10][C:9]=1[CH:15]=[O:16])[CH2:5][CH3:6].[CH2:18](O)[CH2:19][OH:20].C1(C)C=CC(S(O)(=O)=O)=CC=1>C1(C)C=CC=CC=1>[CH3:1][O:2][C:3](=[O:17])[CH:4]([O:7][C:8]1[CH:13]=[CH:12][C:11]([Cl:14])=[CH:10][C:9]=1[CH:15]1[O:20][CH2:19][CH2:18][O:16]1)[CH2:5][CH3:6]. Yield: 68.2%. The product is COC(C(CC)OC1=C(C=C(C=C1)Cl)C1OCCO1)=O (2-(4-chloro-2-[1,3]dioxolan-2-yl-phenoxy)-butyric acid methyl ester). Reactants: COC(C(CC)OC1=C(C=C(C=C1)Cl)C=O)=O (2-(4-chloro-2-formyl-phenoxy)-butyric acid methyl ester), C(CO)O (ethylene glycol), C1(=CC=C(C=C1)S(=O)(=O)O)C (p-toluenesulfonic acid). Procedure: A mixture of 2-(4-chloro-2-formyl-phenoxy)-butyric acid methyl ester (50 g, 0.195 mol), ethylene glycol (89 mL, 1.56 mol) and p-toluenesulfonic acid (2.8 g, 16.5 mmol) in toluene (400 mL) was refluxed with a Dean-Stark trap attached to remove the water. After 3 h, the reaction was cooled and washed with water, saturated NaHCO3 and water, dried over anhydrous Na2SO4 and concentrated to give the title compound as a light yellow oil (40 g). Conditions: time 3 hour.